This data is from the Open Reaction Database (ORD), a public repository of structured organic reaction records. The task is: describe an organic reaction: reactants, conditions, products, and yield Starting materials: C(C)N1N=CN=C1COCC=1C=C(C=CC1)NC1=C(C=C(C=C1)C(F)(F)F)[N+](=O)[O-] ([3-(2-Ethyl-2H-[1,2,4]triazol-3-ylmethoxymethyl)-phenyl]-(2-nitro-4-trifluoromethylphenyl)-amine), 17a, C(C)C(C=1C=C(C=CC1)N)OCC=1NC=CN1 (3-(1-Ethyl-1H-imidazol-2-ylmethoxymethyl)-phenylamine). The product is CC1=CC(=C(C=C1)NC1=CC(=CC=C1)COCC=1N(N=CN1)C)[N+](=O)[O-] ((4-Methyl-2-nitro-phenyl)-[3-(2-methyl-2H-[1,2,4]triazol-3-ylmethoxymethyl)-phenyl]-amine). Yield: 78.0%. As a reaction SMILES: [CH2:1]([N:3]1[C:7]([CH2:8][O:9][CH2:10][C:11]2[CH:12]=[C:13]([NH:17][C:18]3[CH:23]=[CH:22][C:21]([C:24](F)(F)F)=[CH:20][C:19]=3[N+:28]([O-:30])=[O:29])[CH:14]=[CH:15][CH:16]=2)=[N:6][CH:5]=[N:4]1)C.C(C(OCC1NC=CN=1)C1C=C(N)C=CC=1)C>>[CH3:24][C:21]1[CH:22]=[CH:23][C:18]([NH:17][C:13]2[CH:14]=[CH:15][CH:16]=[C:11]([CH2:10][O:9][CH2:8][C:7]3[N:3]([CH3:1])[N:4]=[CH:5][N:6]=3)[CH:12]=2)=[C:19]([N+:28]([O-:30])=[O:29])[CH:20]=1. Procedure details: To a solution of compound 18a (1.0 g, 4.9 mmol) in anhydrous NMP (10 ml) was added triethylamine (0.68 ml, 4.9 mmol) and compound 17a (0.68 ml, 4.91 mmol) and the resultant mixture was stirred at 100° C. over night. The cooled reaction mixture was poured into ice-water and the precipitate was filtered off, re-dissolved in dichloromethane, dried over magnesium sulphate and concentrated in vacuo. This concentrate was triturated in a mixture of diethyl ether and petroleum ether to afford 19a as a b... Reactants: CI (methyl iodide), C1(CCCCCCC1)CN1CCC(CC1)NC(=O)C1C2=CC=CC=C2OC=2C=CC=CC12 (N-[1-(cyclooctylmethyl)piperidin-4-yl]xanthene-9-carboxamide). Reaction conditions: time 19 hour. The product is [I-].C1(CCCCCCC1)C[N+]1(CCC(CC1)NC(=O)C1C2=CC=CC=C2OC=2C=CC=CC12)C (1-cyclooctylmethyl-1-methyl-4-(xanthene-9-carboxamido)piperidinium iodide). RXN SMILES: [CH3:1][I:2].[CH:3]1([CH2:11][N:12]2[CH2:17][CH2:16][CH:15]([NH:18][C:19]([CH:21]3[C:34]4[CH:33]=[CH:32][CH:31]=[CH:30][C:29]=4[O:28][C:27]4[C:22]3=[CH:23][CH:24]=[CH:25][CH:26]=4)=[O:20])[CH2:14][CH2:13]2)[CH2:10][CH2:9][CH2:8][CH2:7][CH2:6][CH2:5][CH2:4]1>>[I-:2].[CH:3]1([CH2:11][N+:12]2([CH3:1])[CH2:13][CH2:14][CH:15]([NH:18][C:19]([CH:21]3[C:34]4[CH:33]=[CH:32][CH:31]=[CH:30][C:29]=4[O:28][C:27]4[C:22]3=[CH:23][CH:24]=[CH:25][CH:26]=4)=[O:20])[CH2:16][CH2:17]2)[CH2:10][CH2:9][CH2:8][CH2:7][CH2:6][CH2:5][CH2:4]1 |f:2.3|. Reported procedure: 1 ml of methyl iodide was added to 9 mg of N-[1-(cyclooctylmethyl)piperidin-4-yl]xanthene-9-carboxamide, followed by stirring for 19 hours at room temperature. Methyl iodide was distilled off under reduced pressure, and 12 mg of the title compound as a pale yellow solid was obtained. Starting materials: C(C1=CC=CC=C1)N1CCN(CC1)C(=O)C1=C(C=CC=C1)C(F)(F)F ((4-benzyl-piperazin-1-yl)-(2-trifluoromethyl-phenyl)-methanone). The reagents and catalysts are [Pd] (Pd/C). Solvent: O (water), CO (MeOH). Run at temperature 75 celsius. Yields the product N1(CCNCC1)C(=O)C1=C(C=CC=C1)C(F)(F)F (piperazin-1-yl-(2-trifluoromethyl-phenyl)-methanone). Isolated yield 86.2%. RXN SMILES: C([N:8]1[CH2:13][CH2:12][N:11]([C:14]([C:16]2[CH:21]=[CH:20][CH:19]=[CH:18][C:17]=2[C:22]([F:25])([F:24])[F:23])=[O:15])[CH2:10][CH2:9]1)C1C=CC=CC=1>O.CO.[Pd]>[N:11]1([C:14]([C:16]2[CH:21]=[CH:20][CH:19]=[CH:18][C:17]=2[C:22]([F:24])([F:23])[F:25])=[O:15])[CH2:12][CH2:13][NH:8][CH2:9][CH2:10]1. Procedure: NH4COOH (15.5 g, 247 mmol) and 10% Pd/C (1.8 g) in water (2 mL) were added to a stirred solution of (4-benzyl-piperazin-1-yl)-(2-trifluoromethyl-phenyl)-methanone (8.6 g, 24.7 mmol) in MeOH (40 mL) and the resulting mixture was heated to reflux at 75° C. for 4 hrs. The reaction mixture was then filtered over celite and the filtrate evaporated. The resulting residue was dissolved in ethyl acetate, washed with 10% NaOH solution then brine solution, dried over Na2SO4 and concentrated under reduced ... Reactants: Cl.ClC=1C=C(C=CC1)N1CCN(CC1)CCCN1C(NN=C1CC)=O (4-[3-[4-(3-chlorophenyl)-1-piperazinyl]propyl]-5-ethyl-2,4-dihydro-3H-1,2,4-triazol-3-one hydrochloride), O(C1=CC=CC=C1)CCBr (phenoxyethyl bromide), C([O-])([O-])=O.[K+].[K+] (potassium carbonate), [I-].[K+] (potassium iodide), Cl (hydrogen chloride), ClC=1C=C(C=CC1)N1CCN(CC1)CCCN1C(N(N=C1CC)CCOC1=CC=CC=C1)=O (4-[3-[4-(3-chlorophenyl)-1-piperazinyl]propyl]-5-ethyl-2,4-dihydro-2-(2-phenoxyethyl)-3H-1,2,4-triazol-3-one), hydrochloride salt. The solvent is C(C)O (ethanol), C(C)#N (acetonitrile). Product: Cl.ClC=1C=C(C=CC1)N1CCN(CC1)CCCN1C(N(N=C1CC)CCOC1=CC=CC=C1)=O (4-[3-[4-(3-chlorophenyl)-1-piperazinyl]propyl]-5-ethyl- 2,4-dihydro-2-(2-phenoxyethyl)-3H-1,2,4-triazol-3-one hydrochloride). The yield is 71.0%. As a reaction SMILES: Cl.[Cl:2]C1C=C(N2CCN(CCCN3C(CC)=NNC3=O)CC2)C=CC=1.O(CCBr)C1C=CC=CC=1.C(=O)([O-])[O-].[K+].[K+].[I-].[K+].[Cl:44][C:45]1[CH:46]=[C:47]([N:51]2[CH2:56][CH2:55][N:54]([CH2:57][CH2:58][CH2:59][N:60]3[C:64]([CH2:65][CH3:66])=[N:63][N:62]([CH2:67][CH2:68][O:69][C:70]4[CH:75]=[CH:74][CH:73]=[CH:72][CH:71]=4)[C:61]3=[O:76])[CH2:53][CH2:52]2)[CH:48]=[CH:49][CH:50]=1.Cl>C(O)C.C(#N)C>[ClH:2].[Cl:44][C:45]1[CH:46]=[C:47]([N:51]2[CH2:52][CH2:53][N:54]([CH2:57][CH2:58][CH2:59][N:60]3[C:64]([CH2:65][CH3:66])=[N:63][N:62]([CH2:67][CH2:68][O:69][C:70]4[CH:75]=[CH:74][CH:73]=[CH:72][CH:71]=4)[C:61]3=[O:76])[CH2:55][CH2:56]2)[CH:48]=[CH:49][CH:50]=1 |f:0.1,3.4.5,6.7,12.13|. Procedure details: A mixture of 4-[3-[4-(3-chlorophenyl)-1-piperazinyl]propyl]-5-ethyl-2,4-dihydro-3H-1,2,4-triazol-3-one hydrochloride (10.8 g., 0.028 mole), phenoxyethyl bromide (5.83 g., 0.028 mole), potassium carbonate (11.6 g., 0.084 mole) and a trace of potassium iodide in 100 ml. of acetonitrile is refluxed for a 66 hr. period. The hot reaction mixture is filtered, the filtrate concentrated under reduced pressure and residual material taken up in chloroform. The chloroform solution is washed with water, dri... Starting materials: NC(NCCC[C@@H](N)C(=O)NCC1=CC=C(C=C1)CO)=N[N+](=O)[O-] ((R)-N5 -[amino(nitroimino)methyl]-N-[[4-(hydroxymethyl)phenyl]methyl]-ornithinamide), C1(=CC=CC=C1)C(C(=O)O)C1=CC=CC=C1 (diphenylacetic acid), CN(C)C(=[N+](C)C)ON1C2=C(C=CC=C2)N=N1.[B-](F)(F)(F)F (TBTU). Yields the product NC(NCCC[C@@H](NC(C(C1=CC=CC=C1)C1=CC=CC=C1)=O)C(=O)NCC1=CC=C(C=C1)CO)=N[N+](=O)[O-] ((R)-N5 -[Amino(nitroimino) methyl]-N2 -(diphenylacetyl)-N-[[4-(hydroxymethyl)-phenyl]methyl]-ornithinamide). Yield: 79.0%. As a reaction SMILES: [NH2:1][C:2](=[N:21][N+:22]([O-:24])=[O:23])[NH:3][CH2:4][CH2:5][CH2:6][C@H:7]([C:9]([NH:11][CH2:12][C:13]1[CH:18]=[CH:17][C:16]([CH2:19][OH:20])=[CH:15][CH:14]=1)=[O:10])[NH2:8].[C:25]1([CH:31]([C:35]2[CH:40]=[CH:39][CH:38]=[CH:37][CH:36]=2)[C:32](O)=[O:33])[CH:30]=[CH:29][CH:28]=[CH:27][CH:26]=1.CN(C(ON1N=NC2C=CC=CC1=2)=[N+](C)C)C.[B-](F)(F)(F)F>>[NH2:1][C:2](=[N:21][N+:22]([O-:24])=[O:23])[NH:3][CH2:4][CH2:5][CH2:6][C@H:7]([C:9]([NH:11][CH2:12][C:13]1[CH:14]=[CH:15][C:16]([CH2:19][OH:20])=[CH:17][CH:18]=1)=[O:10])[NH:8][C:32](=[O:33])[CH:31]([C:25]1[CH:30]=[CH:29][CH:28]=[CH:27][CH:26]=1)[C:35]1[CH:40]=[CH:39][CH:38]=[CH:37][CH:36]=1 |f:2.3|. Reported procedure: Prepared analogously to Example 5f) from (R)-N5 -[amino(nitroimino)methyl]-N-[[4-(hydroxymethyl)phenyl]methyl]-ornithinamide, diphenylacetic acid and TBTU in a yield of 79% of theory. Starting materials: N#CCBr, [H-], [Na+], CN(C)C=O, CCOC(=O)c1cc2ccccc2[nH]1. Product: CCOC(=O)c1cc2ccccc2n1CC#N. RXN SMILES: [Br:17][CH2:18][C:19]#[N:20].[H-:16].[Na+:15].[O:21]=[CH:22][N:23]([CH3:24])[CH3:25].[nH:1]1[c:2]([C:10](=[O:11])[O:12][CH2:13][CH3:14])[cH:3][c:4]2[cH:5][cH:6][cH:7][cH:8][c:9]12>>[n:1]1([CH2:18][C:19]#[N:20])[c:2]([C:10](=[O:11])[O:12][CH2:13][CH3:14])[cH:3][c:4]2[cH:5][cH:6][cH:7][cH:8][c:9]12. The reactants are CC(C)(C)[Si](C)(C)OC1CCC(NC(=O)OCc2ccccc2)CC1, [Cl-], [H-], CI, [NH4+], [Na+], CN(C)C=O. As a reaction SMILES: [CH2:3]([c:4]1[cH:5][cH:6][cH:7][cH:8][cH:9]1)[O:10][C:11]([NH:12][CH:13]1[CH2:14][CH2:15][CH:16]([O:19][Si:20]([CH3:21])([CH3:22])[C:23]([CH3:24])([CH3:25])[CH3:26])[CH2:17][CH2:18]1)=[O:27].[Cl-:30].[H-:1].[I:28][CH3:29].[NH4+:31].[Na+:2].[O:32]=[CH:33][N:34]([CH3:35])[CH3:36]>>[CH2:3]([c:4]1[cH:5][cH:6][cH:7][cH:8][cH:9]1)[O:10][C:11]([N:12]([CH:13]1[CH2:14][CH2:15][CH:16]([O:19][Si:20]([CH3:21])([CH3:22])[C:23]([CH3:24])([CH3:25])[CH3:26])[CH2:17][CH2:18]1)[CH3:29])=[O:27]. Yields the product CN(C(=O)OCc1ccccc1)C1CCC(O[Si](C)(C)C(C)(C)C)CC1.